This data is from the Open Reaction Database (ORD), a public repository of structured organic reaction records. The task is: describe an organic reaction: reactants, conditions, products, and yield Starting materials: ClC=1C=CC2=C(C(CN3C(S2)=CC=C3)=O)C1 (7-chloro-9,10-dihydropyrrolo[2,1-b][1,3]benzothiazepin-9-one), C(C)O (ethanol). Solvent: C(Cl)(Cl)Cl (CHCl3). Product: ClC=1C=CC2=C(C(CN3C(S2)=CC=C3)O)C1 ((±)-7-chloro-9,10-dihydro-9-hydoxypyrrolo[2,1-b][1,3]benzothiazepine). Isolated yield 88.0%. RXN SMILES: [Cl:1][C:2]1[CH:3]=[CH:4][C:5]2[S:11][C:10]3=[CH:12][CH:13]=[CH:14][N:9]3[CH2:8][C:7](=[O:15])[C:6]=2[CH:16]=1.C(O)C>C(Cl)(Cl)Cl>[Cl:1][C:2]1[CH:3]=[CH:4][C:5]2[S:11][C:10]3=[CH:12][CH:13]=[CH:14][N:9]3[CH2:8][CH:7]([OH:15])[C:6]=2[CH:16]=1. Procedure: The titre compound was obtained starting from 9b (112 mg, 0.45 mmol) using the procedure described above: 88% yield; melting point 118-119° C. (ethanol); IR (CHCl3) 3300 cm−1; 1H NMR (CDCl3) δ7.48 (d, 1H, J=2.1 Hz); 7.32 (d, 1H, J=8.0 Hz), 7.15 (dd, 1H, J=8.1, 2.1 Hz), 6.88 (m, 1H), 6.34 (m, 1H), 6.11 (m, 1H), 5.02 (m, 1H), 4.85 (dd, 1H, J=13.9, 1.9 Hz), 4.29 (dd, 1H, J=13.9, 6.6 Hz), 2.10 (dd, 1H, J=9.6 Hz). Anal. (C12H10CINOS): C, H, N. The reactants are CN(CC1CCN(C(=O)OC(C)(C)C)CC1)c1ccnc(C(F)(F)F)c1, CO, Cl. Product: Cl, CN(CC1CCNCC1)c1ccnc(C(F)(F)F)c1. As a reaction SMILES: [C:2]([O:3][C:4](=[O:5])[N:9]1[CH2:10][CH2:11][CH:12]([CH2:15][N:16]([c:17]2[cH:18][c:19]([C:23]([F:24])([F:25])[F:26])[n:20][cH:21][cH:22]2)[CH3:27])[CH2:13][CH2:14]1)([CH3:6])([CH3:7])[CH3:8].[CH3:28][OH:29].[ClH:1]>>[ClH:1].[NH:9]1[CH2:10][CH2:11][CH:12]([CH2:15][N:16]([c:17]2[cH:18][c:19]([C:23]([F:24])([F:25])[F:26])[n:20][cH:21][cH:22]2)[CH3:27])[CH2:13][CH2:14]1. Reactants: C(=O)(OC(C)(C)C)N1[C@H]([C@H](CC1)CCC)COC=1C=NC=CC1 (3-(cis-1-BOC-3-propyl-2-pyrrolidinylmethoxy)pyridine), C(Cl)Cl (methylene chloride), C(=O)(C(F)(F)F)O (TFA). Yields the product [OH-].[NH4+] (ammonium hydroxide), Cl.Cl.C(CC)[C@@H]1[C@@H](NCC1)COC=1C=NC=CC1 (3-((cis-3-propyl-2-pyrrolidinyl)methoxy)pyridine dihydrochloride). RXN SMILES: C([N:8]1[CH2:12][CH2:11][C@H:10]([CH2:13][CH2:14][CH3:15])[C@@H:9]1[CH2:16][O:17][C:18]1[CH:19]=[N:20][CH:21]=[CH:22][CH:23]=1)(OC(C)(C)C)=[O:2].C(O)(C(F)(F)F)=O.C(Cl)[Cl:32]>>[OH-:2].[NH4+:8].[ClH:32].[ClH:32].[CH2:13]([C@H:10]1[CH2:11][CH2:12][NH:8][C@H:9]1[CH2:16][O:17][C:18]1[CH:19]=[N:20][CH:21]=[CH:22][CH:23]=1)[CH2:14][CH3:15] |f:3.4,5.6.7|. Procedure details: A 160 mg (0.5 mmol) sample of 3-(cis-1-BOC-3-propyl-2-pyrrolidinylmethoxy)pyridine, from step 60b above, was dissolved in 2 mL of methylene chloride and stirred with 1 mL of TFA for 16 hours at room temperature. The solvent was removed under vacuum, and the residue was adjusted to pH 8 with NaHCO3. The mixture was extracted with methylene chloride, and the extract was dried over MgSO4The residue was purified by chromatography on silica gel, eluting with 10:2:0.2 CHCl3 :methanol:ammonium hydroxid...